This data is from the Open Reaction Database (ORD), a public repository of structured organic reaction records. The task is: describe an organic reaction: reactants, conditions, products, and yield Starting materials: [Li]CCCC (n-BuLi), C(C)C=1C(NC(=C(C1)C=1SC=CC1)C)=O (3-ethyl-6-methyl-5-thiophen-2-yl-1H-pyridin-2-one), N1=C(C=CC=C1)C=O (pyridine-2-carbaldehyde). Solvent: C1CCOC1 (THF). Run at temperature -78 celsius, time 30 minute. Product: C(C)C=1C(NC(=C(C1)C=1SC(=CC1)C(C1=NC=CC=C1)O)C)=O (3-Ethyl-5-[5-(hydroxy-pyridin-2-yl-methyl)-thiophen-2-yl]-6-methyl-1H-pyridin-2-one). As a reaction SMILES: [CH2:1]([C:3]1[C:4](=[O:15])[NH:5][C:6]([CH3:14])=[C:7]([C:9]2[S:10][CH:11]=[CH:12][CH:13]=2)[CH:8]=1)[CH3:2].[Li]CCCC.[N:21]1[CH:26]=[CH:25][CH:24]=[CH:23][C:22]=1[CH:27]=[O:28]>C1COCC1>[CH2:1]([C:3]1[C:4](=[O:15])[NH:5][C:6]([CH3:14])=[C:7]([C:9]2[S:10][C:11]([CH:27]([OH:28])[C:22]3[CH:23]=[CH:24][CH:25]=[CH:26][N:21]=3)=[CH:12][CH:13]=2)[CH:8]=1)[CH3:2]. Procedure details: A solution of 3-ethyl-6-methyl-5-thiophen-2-yl-1H-pyridin-2-one prepared in accordance with the procedures of Example 24, Step 3 (97 mg, 0.442 mmol) in anhydrous THF (1 ml) is cooled to −78° C., and n-BuLi (2.5 M in hexane, 0.4 ml, 1 mmol) is added. The resulting dark green mixture is stirred for 30 min, and then pyridine-2-carbaldehyde (80 mg, 0.746 mmol) is added. The cooling bath is removed after 20 min, and the reaction mixture is slowly warmed to room temperature. After 3 hr, water (5 ml) i... Reactants: II (iodine), [Mg] (magnesium), ClC1=CC2=C(NC(=N2)C(C(F)(F)F)=O)C=C1Cl (1-(5,6-dichloro-1H-benzoimidazol-2-yl)-2,2,2-trifluoro-ethanone), Grignard reagent, BrC=C(C)C (1-bromo-2-methyl-propene). Solvent: C(Cl)Cl (CH2Cl2), C1CCOC1 (THF), C1CCOC1 (THF). Conditions: time 3 hour. Product: ClC1=CC2=C(NC(=N2)C(C(F)(F)F)(C=C(C)C)O)C=C1Cl (2-(5,6-Dichloro-1H-benzoimidazol-2-yl)-1,1,1-trifluoro-4-methyl-pent-3-en-2-ol). As a reaction SMILES: [Cl:1][C:2]1[C:16]([Cl:17])=[CH:15][C:5]2[NH:6][C:7]([C:9](=[O:14])[C:10]([F:13])([F:12])[F:11])=[N:8][C:4]=2[CH:3]=1.Br[CH:19]=[C:20]([CH3:22])[CH3:21].II.[Mg]>C1COCC1.C(Cl)Cl>[Cl:17][C:16]1[C:2]([Cl:1])=[CH:3][C:4]2[NH:8][C:7]([C:9]([OH:14])([CH:19]=[C:20]([CH3:22])[CH3:21])[C:10]([F:13])([F:11])[F:12])=[N:6][C:5]=2[CH:15]=1. Procedure: To 1-(5,6-dichloro-1H-benzoimidazol-2-yl)-2,2,2-trifluoro-ethanone (565 mg) in THF (5 mL) at 0° C. was added Grignard reagent, which was freshly prepared from 1-bromo-2-methyl-propene (0.51 mL), a small iodine flake, and magnesium powder (146 mg) in THF (5 mL). The resulting mixture was then stirred at room temperature for 3 hr. The reaction was quenched with NH4Cl (sat. aq), filtered through a pad of Celite®, rinsed with EtOAc, the layers were separated, the aqueous layer extracted with EtOAc, ... Reactants: Cl.ClC1=CC=C2CCN(C2=C1)C1=NC=NC2=CC(=CC=C12)OC (4-(6-Chloro-2,3-dihydro-indol-1-yl)-7-methoxy-quinazoline hydrochloride salt), Cl.N1=CC=CC=C1 (pyridine hydrochloride). Solvent: ice water. Product: ClC1=CC=C2CCN(C2=C1)C1=NC=NC2=CC(=CC=C12)O (4-(6-Chloro-2,3-dihydro-indol-1-yl)-quinazolin-7-ol). Reaction SMILES: Cl.[Cl:2][C:3]1[CH:11]=[C:10]2[C:6]([CH2:7][CH2:8][N:9]2[C:12]2[C:21]3[C:16](=[CH:17][C:18]([O:22]C)=[CH:19][CH:20]=3)[N:15]=[CH:14][N:13]=2)=[CH:5][CH:4]=1.Cl.N1C=CC=CC=1>>[Cl:2][C:3]1[CH:11]=[C:10]2[C:6]([CH2:7][CH2:8][N:9]2[C:12]2[C:21]3[C:16](=[CH:17][C:18]([OH:22])=[CH:19][CH:20]=3)[N:15]=[CH:14][N:13]=2)=[CH:5][CH:4]=1 |f:0.1,2.3|. Procedure: 4-(6-Chloro-2,3-dihydro-indol-1-yl)-7-methoxy-quinazoline (7.596 g, 24.4 mmol; free-base from Example 64) was added in several portions over 5 minutes to molten pyridine hydrochloride (85 g) at 170° C. The stoppered mixture was heated 75 minutes and then poured into ice/water (~600 mL). The precipitated solid was filtered, dissolved in 10% i-PrOH/CHCl3, and the organic solution was washed with saturated aqueous NaHCO3 and brine, dried over Na2SO4(s), filtered and concentrated in vacuo to afford ... Reactants: C1CCOC1, CCOC(C)=O, COC(=O)c1cc(N)ccc1Cl, Cl, O=C(Cl)Oc1ccccc1, c1ccncc1. The product is COC(=O)c1cc(NC(=O)Oc2ccccc2)ccc1Cl. RXN SMILES: [CH2:30]1[O:31][CH2:32][CH2:33][CH2:34]1.[CH2:35]([O:36][C:37](=[O:38])[CH3:39])[CH3:40].[CH3:2][O:3][C:4]([c:5]1[c:6]([Cl:12])[cH:7][cH:8][c:9]([NH2:11])[cH:10]1)=[O:13].[ClH:1].[c:20]1([O:26][C:27](=[O:28])[Cl:29])[cH:21][cH:22][cH:23][cH:24][cH:25]1.[cH:14]1[cH:15][cH:16][n:17][cH:18][cH:19]1>>[CH3:2][O:3][C:4]([c:5]1[c:6]([Cl:12])[cH:7][cH:8][c:9]([NH:11][C:27]([O:26][c:20]2[cH:21][cH:22][cH:23][cH:24][cH:25]2)=[O:28])[cH:10]1)=[O:13].